This data is from the Open Reaction Database (ORD), a public repository of structured organic reaction records. The task is: describe an organic reaction: reactants, conditions, products, and yield The reactants are NCC1=CC=C(O1)C=1N=C(SC1)N=C(N)N (4-(5-aminomethylfuran-2yl)-2-(diaminomethyleneamino)thiazole), dimethyl-N-cyanodithioiminocarbonate, C(C)(C)OC(C)C (diisopropyl ether). Solvent: C(C)O (ethanol). Yields the product NC(N)=NC=1SC=C(N1)C1=COC(=C1)CNC(SC)=NC#N (2-(diaminomethyleneamino)-4-[5-(3-cyano-2-methyl-1-isothioureido)methylfuran-3-yl]thiazole). RXN SMILES: NC[C:3]1O[C:6]([C:8]2[N:9]=[C:10]([N:13]=[C:14]([NH2:16])[NH2:15])[S:11][CH:12]=2)=[CH:5][CH:4]=1.C([O:20][CH:21](C)C)(C)C>C(O)C>[NH2:16][C:14](=[N:13][C:10]1[S:11][CH:12]=[C:8]([C:6]2[CH:5]=[C:4]([CH2:3][NH:9][C:10](=[N:13][C:14]#[N:15])[S:11][CH3:12])[O:20][CH:21]=2)[N:9]=1)[NH2:15]. Procedure details: A mixture of 4-(5-aminomethylfuran-2yl)-2-(diaminomethyleneamino)thiazole (8.00 g) and dimethyl-N-cyanodithioiminocarbonate (2.54 g) in ethanol (80 ml) was refluxed for two hours with stirring. After cooling to room temperature, diisopropyl ether (80 ml) was added and the resulting precipitate was collected filtration. Recrystallization from a mixture of N,N-dimethylformamide and ethyl acetate to give 2-(diaminomethyleneamino)-4-[5-(3-cyano-2-methyl-1-isothioureido)methylfuran-3-yl]thiazole (10.... Procedure: A mixture of 3.6 g (0.022 mole) of 1,1'-carbonyldiimidazole and 1.6 g (0.022 mole) of trans-crotylamine was stirred for 1 hr, then treated with 6.2 g (0.02 mole) of 3-[4-(trifluoromethyl)phenoxy]azetidine oxalate and followed in 0.5 hr with 5 ml of triethylamine with stirring continued for 16 hr. The partially crystalline mixture was washed with 2×50 ml of water, dried over magnesium sulfate and concentrated on a rotary evaporator to a solid residue, 14.2 g. Recrystallization from methanol-water... Yields the product C(\C=C\C)NC(=O)N1CC(C1)OC1=CC=C(C=C1)C(F)(F)F ((E)-N-(2-Butenyl)-3-[4-(trifluoromethyl)phenoxy]-1-azetidinecarboxamide). The reactants are C(=O)(N1C=NC=C1)N1C=NC=C1 (1,1'-carbonyldiimidazole), C(\C=C\C)N (trans-crotylamine), C(C(=O)O)(=O)O.FC(C1=CC=C(OC2CNC2)C=C1)(F)F (3-[4-(trifluoromethyl)phenoxy]azetidine oxalate). RXN SMILES: [C:1]([N:8]1[CH:12]=[CH:11]N=C1)([N:3]1[CH:7]=[CH:6]N=[CH:4]1)=[O:2].[CH2:13](N)/[CH:14]=C/C.C(O)(=O)C(O)=O.[F:24][C:25]([F:38])([F:37])[C:26]1[CH:36]=[CH:35][C:29]([O:30]C2CNC2)=[CH:28][CH:27]=1>C(N(CC)CC)C>[CH2:12]([NH:8][C:1]([N:3]1[CH2:4][CH:6]([O:30][C:29]2[CH:35]=[CH:36][C:26]([C:25]([F:24])([F:37])[F:38])=[CH:27][CH:28]=2)[CH2:7]1)=[O:2])/[CH:11]=[CH:13]/[CH3:14] |f:2.3|. Conditions: time 1 hour. The solvent is C(C)N(CC)CC (triethylamine). Yield: 85.1%. Starting materials: BrC=1C=C(C=CC1)C[C@H](CC1=CC=CC=C1)O (1-(3-bromophenyl)-3-phenyl-2(S)-propanol), C(C)(C)(C)OC(=O)N1[C@@H](CC1)COC=1C=NC=C(C1)[Sn](C)(C)C (3-[[1-(tert-butoxycarbonyl)-2(S)-azetidinyl]methoxy]-5(trimethylstannyl)pyridine), C(Cl)(Cl)Cl (CHCl3), [F-].[Cs+] (CsF). The reagents and catalysts are P(C(C)(C)C)(C(C)(C)C)C(C)(C)C (P(t-Bu)3), C=1C=CC(=CC1)/C=C/C(=O)/C=C/C2=CC=CC=C2.C=1C=CC(=CC1)/C=C/C(=O)/C=C/C2=CC=CC=C2.C=1C=CC(=CC1)/C=C/C(=O)/C=C/C2=CC=CC=C2.[Pd].[Pd] (Pd2dba3). Solvent: CN1C(CCC1)=O (N-methylpyrrolidone). Conditions: temperature 80 celsius, time 3 hour. Product: C(C)(C)(C)OC(=O)N1[C@@H](CC1)COC=1C=C(C=NC1)C=1C=C(C=CC1)C[C@H](CC1=CC=CC=C1)O (1-[3-[5-[[1-(tert-Butoxycarbonyl)-2(S)-azetidinyl]methoxy]-3-pyridyl]phenyl]-3-phenyl-2(S)-propanol). The yield is 66.3%. RXN SMILES: Br[C:2]1[CH:3]=[C:4]([CH2:8][C@@H:9]([OH:17])[CH2:10][C:11]2[CH:16]=[CH:15][CH:14]=[CH:13][CH:12]=2)[CH:5]=[CH:6][CH:7]=1.[C:18]([O:22][C:23]([N:25]1[CH2:28][CH2:27][C@H:26]1[CH2:29][O:30][C:31]1[CH:32]=[N:33][CH:34]=[C:35]([Sn](C)(C)C)[CH:36]=1)=[O:24])([CH3:21])([CH3:20])[CH3:19].C(Cl)(Cl)Cl.[F-].[Cs+]>CN1CCCC1=O.C1C=CC(/C=C/C(/C=C/C2C=CC=CC=2)=O)=CC=1.C1C=CC(/C=C/C(/C=C/C2C=CC=CC=2)=O)=CC=1.C1C=CC(/C=C/C(/C=C/C2C=CC=CC=2)=O)=CC=1.[Pd].[Pd].P(C(C)(C)C)(C(C)(C)C)C(C)(C)C>[C:18]([O:22][C:23]([N:25]1[CH2:28][CH2:27][C@H:26]1[CH2:29][O:30][C:31]1[CH:36]=[C:35]([C:2]2[CH:3]=[C:4]([CH2:8][C@@H:9]([OH:17])[CH2:10][C:11]3[CH:16]=[CH:15][CH:14]=[CH:13][CH:12]=3)[CH:5]=[CH:6][CH:7]=2)[CH:34]=[N:33][CH:32]=1)=[O:24])([CH3:21])([CH3:19])[CH3:20] |f:3.4,6.7.8.9.10|. Procedure details: To a solution/suspension of 1-(3-bromophenyl)-3-phenyl-2(S)-propanol (260 mg, 0.89 mmol), 3-[[1-(tert-butoxycarbonyl)-2(S)-azetidinyl]methoxy]-5(trimethylstannyl)pyridine (417 mg, 0.98 mmol, 1.1 equiv.), Pd2dba3.CHCl3 (13.8 mg, 13.5 μmol, 15 mequiv.) and CsF (270 mg, 1.78 mmol, 2.0 equiv.) in N-methylpyrrolidone (1.0 mL) contained in a dried 100 mL round-bottom flask was added P(t-Bu)3 (10 wt % in hexane, 106 μL, 33 μmol) by syringe at room temperature under N2. The mixture was stirred for 3 h a... Run at time 15 hour. Reported procedure: To a suspension of 4-(3,4-dichlorobenzyl)-2-morpholin-4-yl-1,3-thiazole-5-carboxylic acid.Na (125 mg, 0.316 mmol), N-(3-dimethylaminopropyl)-N′-ethylcarbodiimide hydrochloride (72.8 mg, 0.380 mmol), and 1-hydroxybenzotriazole (51.3 mg, 0.380 mmol) in N,N-dimethylformamide (1.50 mL) was added O-(tetrahydropyran-2-yl)hydroxylamine (55.6 mg, 0.474 mmol). The reaction was stirred at rt for 15 hrs. The mixture was distributed between water and EtOAc, and the aqueous layer was extracted with EtOAc (×2... Run in O (water), CN(C=O)C (N,N-dimethylformamide), CCOC(=O)C (EtOAc). As a reaction SMILES: [Cl:1][C:2]1[CH:3]=[C:4]([CH:20]=[CH:21][C:22]=1[Cl:23])[CH2:5][C:6]1[N:7]=[C:8]([N:14]2[CH2:19][CH2:18][O:17][CH2:16][CH2:15]2)[S:9][C:10]=1[C:11](O)=[O:12].Cl.CN(C)CCCN=C=NCC.ON1C2C=CC=CC=2N=N1.[O:46]1[CH2:51][CH2:50][CH2:49][CH2:48][CH:47]1[O:52][NH2:53]>CN(C)C=O.CCOC(C)=O.O>[Cl:1][C:2]1[CH:3]=[C:4]([CH:20]=[CH:21][C:22]=1[Cl:23])[CH2:5][C:6]1[N:7]=[C:8]([N:14]2[CH2:15][CH2:16][O:17][CH2:18][CH2:19]2)[S:9][C:10]=1[C:11]([NH:53][O:52][CH:47]1[CH2:48][CH2:49][CH2:50][CH2:51][O:46]1)=[O:12] |f:1.2|. The product is ClC=1C=C(CC=2N=C(SC2C(=O)NOC2OCCCC2)N2CCOCC2)C=CC1Cl (4-(3,4-dichlorobenzyl)-2-(morpholin-4-yl)-N-(tetrahydro-2H-pyran-2-yloxy)-1,3-thiazole-5-carboxamide). The reactants are ClC=1C=C(CC=2N=C(SC2C(=O)O)N2CCOCC2)C=CC1Cl (4-(3,4-dichlorobenzyl)-2-morpholin-4-yl-1,3-thiazole-5-carboxylic acid), Na, Cl.CN(CCCN=C=NCC)C (N-(3-dimethylaminopropyl)-N′-ethylcarbodiimide hydrochloride), ON1N=NC2=C1C=CC=C2 (1-hydroxybenzotriazole), O1C(CCCC1)ON (O-(tetrahydropyran-2-yl)hydroxylamine). RXN SMILES: [CH3:1][O:2][C:3](=[O:21])[CH2:4][CH2:5][C:6]1[CH:11]=[CH:10][C:9]([OH:12])=[CH:8][C:7]=1[CH2:13][NH:14][C:15]([O:17][CH:18]([CH3:20])[CH3:19])=[O:16].[C:22]1([C:47]2[CH:52]=[CH:51][CH:50]=[CH:49][CH:48]=2)[CH:27]=[CH:26][C:25]([C:28]2[O:29][C:30]([CH3:46])=[C:31]([CH2:33][CH2:34]OS(C3C=CC(C)=CC=3)(=O)=O)[N:32]=2)=[CH:24][CH:23]=1>>[CH3:1][O:2][C:3](=[O:21])[CH2:4][CH2:5][C:6]1[CH:11]=[CH:10][C:9]([O:12][CH2:34][CH2:33][C:31]2[N:32]=[C:28]([C:25]3[CH:26]=[CH:27][C:22]([C:47]4[CH:52]=[CH:51][CH:50]=[CH:49][CH:48]=4)=[CH:23][CH:24]=3)[O:29][C:30]=2[CH3:46])=[CH:8][C:7]=1[CH2:13][NH:14][C:15]([O:17][CH:18]([CH3:19])[CH3:20])=[O:16]. Starting materials: COC(CCC1=C(C=C(C=C1)O)CNC(=O)OC(C)C)=O (3-[4-Hydroxy-2-(isopropoxycarbonylamino-methyl)-phenyl]-propionic acid methyl ester), C1(=CC=C(C=C1)C=1OC(=C(N1)CCOS(=O)(=O)C1=CC=C(C=C1)C)C)C1=CC=CC=C1 (toluene-4-sulfonic acid 2-(2-biphenyl-4-yl-5-methyl-oxazol-4-yl)ethyl ester). Product: COC(CCC1=C(C=C(C=C1)OCCC=1N=C(OC1C)C1=CC=C(C=C1)C1=CC=CC=C1)CNC(=O)OC(C)C)=O (3-[4-[2-(2-Biphenyl-4-yl-5-methyl-oxazol-4-yl)-ethoxy]-2-(isopropoxycarbonylamino-methyl)-phenyl]-propionic acid methyl ester). Procedure: 3-[4-Hydroxy-2-(isopropoxycarbonylamino-methyl)-phenyl]-propionic acid methyl ester (Preparation 17) and toluene-4-sulfonic acid 2-(2-biphenyl-4-yl-5-methyl-oxazol-4-yl)ethyl ester (Preparation 1) were combined according to Standard procedure A to give the title compound. The reactants are C=O, CCO, CC1(C)CNC(C(=O)O)CO1. Yields the product CN1CC(C)(C)OCC1C(=O)O. RXN SMILES: [CH2:12]=[O:13].[CH3:14][CH2:15][OH:16].[CH3:1][C:2]1([CH3:11])[CH2:3][NH:4][CH:5]([C:8](=[O:9])[OH:10])[CH2:6][O:7]1>>[CH3:1][C:2]1([CH3:11])[CH2:3][N:4]([CH3:12])[CH:5]([C:8](=[O:9])[OH:10])[CH2:6][O:7]1. The reactants are CN1CCCC1=O, CO, O=C(O)c1cn(C2CC2)c2cc(Cl)ccc2c1=O, ClCCl, NCCN. Product: NCCNc1ccc2c(=O)c(C(=O)O)cn(C3CC3)c2c1. Reaction SMILES: [CH3:26][N:27]1[CH2:28][CH2:29][CH2:30][C:31]1=[O:32].[CH3:33][OH:34].[Cl:1][c:2]1[cH:3][cH:4][c:5]2[c:6](=[O:18])[c:7]([C:15](=[O:16])[OH:17])[cH:8][n:9]([CH:12]3[CH2:13][CH2:14]3)[c:10]2[cH:11]1.[Cl:23][CH2:24][Cl:25].[NH2:19][CH2:20][CH2:21][NH2:22]>>[c:2]1([NH:22][CH2:21][CH2:20][NH2:19])[cH:3][cH:4][c:5]2[c:6](=[O:18])[c:7]([C:15](=[O:16])[OH:17])[cH:8][n:9]([CH:12]3[CH2:13][CH2:14]3)[c:10]2[cH:11]1. Reactants: Cl.O1C(=CC=C1)CC(=N)N (2-(furan-2-yl)acetamidine hydrochloride), C(C)(=O)C(C(=O)OC)CCCCC (methyl 2-acetylheptanoate), C[O-].[Na+] (sodium methoxide). Solvent: CO (methanol). Conditions: time 4.5 hour. Product: O1C(=CC=C1)CC=1NC(=C(C(N1)=O)CCCCC)C (2-(furan-2-ylmethyl)-6-methyl-5-n-pentyl-4(1H)pyrimidinone). Yield: 37.4%. RXN SMILES: Cl.[O:2]1[CH:6]=[CH:5][CH:4]=[C:3]1[CH2:7][C:8]([NH2:10])=[NH:9].[C:11]([CH:14]([CH2:19][CH2:20][CH2:21][CH2:22][CH3:23])[C:15](OC)=[O:16])(=O)[CH3:12].C[O-].[Na+]>CO>[O:2]1[CH:6]=[CH:5][CH:4]=[C:3]1[CH2:7][C:8]1[NH:10][C:11]([CH3:12])=[C:14]([CH2:19][CH2:20][CH2:21][CH2:22][CH3:23])[C:15](=[O:16])[N:9]=1 |f:0.1,3.4|. Procedure details: The mixture of 2-(furan-2-yl)acetamidine hydrochloride (30.0 g), methyl 2-acetylheptanoate (34.8 g) and sodium methoxide (10.1 g) in methanol (300 ml) was stirred for 4.5 hours at ambient temperature, and then the solvent was removed by concentration. To the residue was added a mixture of ethyl acetate and water, and the mixture was adjusted to pH 9 with 6N-hydrochloric acid. The separated organic layer was washed with brine and dried over magnesium sulfate. Evaporation of the solvent gave a res... Starting materials: CCOC(C)=O, Cl, COCN1c2cc(CC(=N)Nc3ccccc3)ccc2Sc2nccnc21. Yields the product Cl, N=C(Cc1ccc2c(c1)Nc1nccnc1S2)Nc1ccccc1. RXN SMILES: [CH3:29][CH2:30][O:31][C:32](=[O:33])[CH3:34].[ClH:28].[c:1]1([NH:7][C:8]([CH2:9][c:10]2[cH:11][cH:12][c:13]3[c:14]([cH:26]2)[N:15]([CH2:23][O:24][CH3:25])[c:16]2[c:17]([n:19][cH:20][cH:21][n:22]2)[S:18]3)=[NH:27])[cH:2][cH:3][cH:4][cH:5][cH:6]1>>[ClH:28].[c:1]1([NH:7][C:8]([CH2:9][c:10]2[cH:11][cH:12][c:13]3[c:14]([cH:26]2)[NH:15][c:16]2[c:17]([n:19][cH:20][cH:21][n:22]2)[S:18]3)=[NH:27])[cH:2][cH:3][cH:4][cH:5][cH:6]1.